From a dataset of the Open Reaction Database (ORD), a public repository of structured organic reaction records. describe an organic reaction: reactants, conditions, products, and yield Starting materials: ClC1=CC=C(C=C1)C(CCC(C)=O)=O (1-(4-chlorophenyl)pentane-1,4-dione), ClC1=CC=C(N)C=C1 (4-chloroaniline). Solvent: C1=CC=CC=C1 (benzene). Run at time 3 hour. Yields the product ClC1=CC=C(C=C1)N1C(=CC=C1C)C1=CC=C(C=C1)Cl (1,2-bis-(4-chlorophenyl)-5-methylpyrrole). Isolated yield 39.0%. RXN SMILES: [Cl:1][C:2]1[CH:7]=[CH:6][C:5]([C:8](=O)[CH2:9][CH2:10][C:11](=O)[CH3:12])=[CH:4][CH:3]=1.[Cl:15][C:16]1[CH:22]=[CH:21][C:19]([NH2:20])=[CH:18][CH:17]=1>C1C=CC=CC=1>[Cl:15][C:16]1[CH:22]=[CH:21][C:19]([N:20]2[C:11]([CH3:12])=[CH:10][CH:9]=[C:8]2[C:5]2[CH:6]=[CH:7][C:2]([Cl:1])=[CH:3][CH:4]=2)=[CH:18][CH:17]=1. Procedure details: A mixture of 1-(4-chlorophenyl)pentane-1,4-dione (5.0 g., 0.024 mol, as obtained in Step-1) and 4-chloroaniline (3.33 g, 0.026 mol) in benzene (5.0 ml) was refluxed either over molecular sieves or using a Dean Stark apparatus. After three hours, benzene was removed under reduced pressure and the residue dissolved in ethyl acetate, washed with water (2×100 ml.) and brine (1×50 ml). The ethyl acetate layer was dried over anhydrous sodium sulfate, and the solvent evaporated off. The solid so obtain... Starting materials: Brc1ccc2occc2c1, C1CCOC1, Cl, CN(C)C=O, O. The product is O=Cc1ccc2occc2c1. Reaction SMILES: [Br:1][c:2]1[cH:3][cH:4][c:5]2[c:6]([cH:7][cH:8][o:9]2)[cH:10]1.[CH2:17]1[O:18][CH2:19][CH2:20][CH2:21]1.[ClH:16].[O:11]=[CH:12][N:13]([CH3:14])[CH3:15].[OH2:22]>>[c:2]1([CH:12]=[O:11])[cH:3][cH:4][c:5]2[c:6]([cH:7][cH:8][o:9]2)[cH:10]1. Reactants: CC(C)C(=O)c1ccccc1, Cc1cc(C)c(N)c(C)c1. Yields the product Cc1cc(C)c(N=C(c2ccccc2)C(C)C)c(C)c1. Reaction SMILES: [C:11]([CH:12]([CH3:13])[CH3:14])(=[O:15])[c:16]1[cH:17][cH:18][cH:19][cH:20][cH:21]1.[CH3:1][c:2]1[c:3]([NH2:4])[c:5]([CH3:10])[cH:6][c:7]([CH3:9])[cH:8]1>>[CH3:1][c:2]1[c:3]([N:4]=[C:11]([CH:12]([CH3:13])[CH3:14])[c:16]2[cH:17][cH:18][cH:19][cH:20][cH:21]2)[c:5]([CH3:10])[cH:6][c:7]([CH3:9])[cH:8]1. Reactants: N-vinyl carbamic acid esters, C(O)(O)=O.C(C=C)#N (acrylonitrile carbonate), CO (methanol), C(C)O (ethanol). Product: C(=C)NC(OC)=O (methyl (N-vinyl carbamate)), C(C=C)(=O)NOC(=O)OCC (carboethoxy acrylohydroxamate). RXN SMILES: [C:1](=[O:4])([OH:3])[OH:2].[C:5](#[N:8])[CH:6]=[CH2:7].C[OH:10].[CH2:11]([OH:13])[CH3:12]>>[CH:5]([NH:8][C:1](=[O:4])[O:2][CH3:11])=[CH2:6].[C:5]([NH:8][O:3][C:1]([O:13][CH2:11][CH3:12])=[O:2])(=[O:10])[CH:6]=[CH2:7] |f:0.1|. Reported procedure: U.S. Pat. No. 3,715,385, Wolgemuth, et al. (1973) describes still another method of obtaining N-vinyl carbamic acid esters by condensation-re-arrangement of acrylonitrile carbonate with methanol or ethanol. In Example I, methyl (N-vinyl carbamate) was obtained in 40% yield from carboethoxy acrylohydroxamate at 100° C. using a sodium alkoxy tin catalyst. The carboethoxy acrylohydroxamate is said to decompose at reaction temperature to yield acrylonitrile carbonate. Reactants: C1(=CC=CC=C1)O (phenol), diethylazidocarboxylate, saturated alcohol, N1=CC(=CC=C1)CC1N2CCC(C1O)CC2 (2-((3-pyridinyl)methyl)-1-azabicyclo[2.2.2]octan-3-ol), alcohols, C1(=CC=CC=C1)P(C1=CC=CC=C1)C1=CC=CC=C1 (triphenylphosphine), O(C1=CC=CC=C1)C1C(N2CCC1CC2)CC=2C=NC=CC2 (3-phenoxy-2-((3-pyridinyl)methyl)-1-azabicyclo[2.2.2]octane), N1=CC(=CC=C1)C=C1N2CCC(C1O)CC2 (2-((3-pyridinyl)methylene)-1-azabicyclo[2.2.2]octan-3-ol), [H-].[Na+] (sodium hydride), CI (methyl iodide), N1=CC(=CC=C1)CC1N2CCC(C1O)CC2 (2-((3-pyridinyl)methyl)-1-azabicyclo[2.2.2]octan-3-ol), ethers. Solvent: CCOCC (ether). The product is COC1C(N2CCC1CC2)=CC=2C=NC=CC2 (3-methoxy-2-((3-pyridinyl)methylene)-1-azabicyclo[2.2.2]octane). Reaction SMILES: N1C=CC=C(CC2C(O)C3CCN2CC3)C=1.C1(O)C=CC=CC=1.C1(P(C2C=CC=CC=2)C2C=CC=CC=2)C=CC=CC=1.[O:43]([CH:50]1[CH:55]2[CH2:56][CH2:57][N:52]([CH2:53][CH2:54]2)[CH:51]1[CH2:58][C:59]1[CH:60]=[N:61][CH:62]=[CH:63][CH:64]=1)[C:44]1C=CC=CC=1.N1C=CC=C(C=C2C(O)C3CCN2CC3)C=1.[H-].[Na+].CI>CCOCC>[CH3:44][O:43][CH:50]1[CH:55]2[CH2:56][CH2:57][N:52]([CH2:53][CH2:54]2)[C:51]1=[CH:58][C:59]1[CH:60]=[N:61][CH:62]=[CH:63][CH:64]=1 |f:5.6|. Procedure: The saturated alcohol intermediates, such as 2-((3-pyridinyl)methyl)-1-azabicyclo[2.2.2]octan-3-ol, can also serve as templates for compound libraries. For instance, ethers can be generated from these alcohols, for example, using either Mitsunobu or Williamson conditions. Thus, by way of example, when 2-((3-pyridinyl)methyl)-1-azabicyclo[2.2.2]octan-3-ol is reacted with phenol via Mitsunobu coupling with diethylazidocarboxylate and triphenylphosphine (Guthrie et al., J. Chem. Soc., Perkin Trans ...